Dataset: the Open Reaction Database (ORD), a public repository of structured organic reaction records. Task: describe an organic reaction: reactants, conditions, products, and yield The reactants are Cn1c(SCCCC2OCC(C)(C)CO2)nnc1-c1ccc2ncccc2c1, [Na+], [Na+], O=C([O-])[O-], O, O=S(=O)(O)O. Yields the product Cn1c(SCCCC=O)nnc1-c1ccc2ncccc2c1. As a reaction SMILES: [CH3:1][C:2]1([CH3:3])[CH2:6][O:7][CH:5]([CH2:8][CH2:9][CH2:10][S:11][c:12]2[n:13]([CH3:27])[c:14](-[c:17]3[cH:18][c:19]4[cH:20][cH:21][cH:22][n:23][c:24]4[cH:25][cH:26]3)[n:15][n:16]2)[O:4][CH2:28]1.[Na+:34].[Na+:35].[O-:36][C:37](=[O:38])[O-:39].[OH2:40].[S:29](=[O:30])(=[O:31])([OH:32])[OH:33]>>[O:4]=[CH:5][CH2:8][CH2:9][CH2:10][S:11][c:12]1[n:13]([CH3:27])[c:14](-[c:17]2[cH:18][c:19]3[cH:20][cH:21][cH:22][n:23][c:24]3[cH:25][cH:26]2)[n:15][n:16]1. Reactants: C([O-])(O)=O.[Na+] (sodium bicarbonate), C(N)(=N)C=1C=C2C=CC(=C(C2=CC1)CC(N)=O)O (6-amidino-1-carbamoylmethyl-2-naphthol), Cl (hydrochloric acid). The solvent is O (water), O (water). Reaction conditions: temperature 70 celsius, time 2.5 hour. Product: C(N)(=N)C=1C=C2C=CC(=C(C2=CC1)CC(=O)O)O (6-amidino-1-carboxymethyl-2-naphthol). Yield: 98.8%. As a reaction SMILES: [C:1]([C:4]1[CH:5]=[C:6]2[C:11](=[CH:12][CH:13]=1)[C:10]([CH2:14][C:15](=[O:17])N)=[C:9]([OH:18])[CH:8]=[CH:7]2)(=[NH:3])[NH2:2].Cl.C(=O)(O)[O-:21].[Na+]>O>[C:1]([C:4]1[CH:5]=[C:6]2[C:11](=[CH:12][CH:13]=1)[C:10]([CH2:14][C:15]([OH:21])=[O:17])=[C:9]([OH:18])[CH:8]=[CH:7]2)(=[NH:3])[NH2:2] |f:2.3|. Procedure: To 12.4 g of 6-amidino-1-carbamoylmethyl-2-naphthol was added 370 g of 25% hydrochloric acid, followed by stirring at 70° C. for 2.5 hours. After cooling with water, the precipitate was collected by filtration and washed with 80 g of 15% hydrochloric acid. The collected precipitate was added to a solution prepared by adding 200 ml of water to 10 g of sodium bicarbonate, followed by stirring for 1 hour at room temperature, and the resulting precipitate was collected by filtration and washed with ... The reactants are CO, COC(=O)C(C)c1ccc(Cl)cc1, [Li+], C1CCOC1, [OH-], O. The product is CC(C(=O)O)c1ccc(Cl)cc1. Reaction SMILES: [CH3:16][OH:17].[CH3:3][O:4][C:5]([CH:6]([CH3:7])[c:8]1[cH:9][cH:10][c:11]([Cl:14])[cH:12][cH:13]1)=[O:15].[Li+:1].[O:18]1[CH2:19][CH2:20][CH2:21][CH2:22]1.[OH-:2].[OH2:23]>>[O:4]=[C:5]([CH:6]([CH3:7])[c:8]1[cH:9][cH:10][c:11]([Cl:14])[cH:12][cH:13]1)[OH:15]. Starting materials: O.O.Cl[Sn]Cl (SnCl2.2H2O), ClC1=C(C=CC(=C1)[N+](=O)[O-])SC=1N(C=CN1)C (2-(2-Chloro-4-nitro-phenylsulfanyl)-1-methyl-1H-imidazole), Cl (HCl). The solvent is CCO (EtOH). Conditions: temperature 60 celsius. The product is ClC=1C=C(C=CC1SC=1N(C=CN1)C)N (3-Chloro-4-(1-methyl-1H-imidazol-2-ylsulfanyl)-phenylamine). Isolated yield 81.9%. As a reaction SMILES: O.O.Cl[Sn]Cl.[Cl:6][C:7]1[CH:12]=[C:11]([N+:13]([O-])=O)[CH:10]=[CH:9][C:8]=1[S:16][C:17]1[N:18]([CH3:22])[CH:19]=[CH:20][N:21]=1.Cl>CCO>[Cl:6][C:7]1[CH:12]=[C:11]([NH2:13])[CH:10]=[CH:9][C:8]=1[S:16][C:17]1[N:18]([CH3:22])[CH:19]=[CH:20][N:21]=1 |f:0.1.2|. Procedure: To a solution of SnCl2.2H2O in EtOH (10 ml) at 60° C. was added 426A (1.80 g, 6.67 mmol). Concentrated HCl (8 ml) was added and the mixture was heated at 60° C. for 15 min. Cooled to rt, the mixture was concentrated under reduced pressure. The residue was basified to pH>12 and extracted with EtOAc (4×50 ml). The combined organic layers were washed with 1N KOH (20 ml), H2O (20 ml) and brine (20 ml), dried with Na2SO4. Removal of the solvent under reduced pressure gave 426B (1.31 g, 82%) as a whit... Reactants: CC1(C)C(=O)N(Br)C(=O)N1Br, CN1CCN(c2cc(-c3ccc4c(N)ncnn34)ccn2)CC1, C1CCOC1. Product: CN1CCN(c2cc(-c3cc(Br)c4c(N)ncnn34)ccn2)CC1. Reaction SMILES: [Br:24][N:25]1[C:26]([CH3:27])([CH3:28])[C:29](=[O:30])[N:31]([Br:32])[C:33]1=[O:34].[CH3:1][N:2]1[CH2:3][CH2:4][N:5]([c:8]2[n:9][cH:10][cH:11][c:12](-[c:14]3[cH:15][cH:16][c:17]4[c:18]([NH2:23])[n:19][cH:20][n:21][n:22]34)[cH:13]2)[CH2:6][CH2:7]1.[O:35]1[CH2:36][CH2:37][CH2:38][CH2:39]1>>[CH3:1][N:2]1[CH2:3][CH2:4][N:5]([c:8]2[n:9][cH:10][cH:11][c:12](-[c:14]3[cH:15][c:16]([Br:24])[c:17]4[c:18]([NH2:23])[n:19][cH:20][n:21][n:22]34)[cH:13]2)[CH2:6][CH2:7]1. The reactants are ClC=1C=C(C=CC1C1=CC=CC=C1)/C=C/C[C@H](CC(=O)OC(C)(C)C)C(=O)N[C@@H](C(C)(C)C)C(=O)N[C@H](C)C1=CC=CC=C1 (tert-butyl (3R,5E)-6-[3-chloro-(4-phenyl)phenyl]-3-({[(1S)-2,2-dimethyl-1-({[(1R)-1-phenylethyl]amino}carbonyl)propyl]amino}carbonyl)hex-5-enoate), p-toluenesulphonyl hydrazide. Solvent: C1(=CC=CC=C1)C (toluene), CCOCC (ether). The product is ClC=1C=C(C=CC1C1=CC=CC=C1)CCC[C@H](CC(=O)OC(C)(C)C)C(=O)N[C@@H](C(C)(C)C)C(=O)N[C@H](C)C1=CC=CC=C1 (tert-butyl (3R)-6-[3-chloro-(4-phenyl)phenyl]-3-({[(1S)-2,2-dimethyl-1-({[(1R)-1-phenylethyl]amino}carbonyl)propyl]amino)carbonyl)hexanoate). Yield: 74.5%. RXN SMILES: [Cl:1][C:2]1[CH:3]=[C:4](/[CH:14]=[CH:15]/[CH2:16][C@@H:17]([C:26]([NH:28][C@H:29]([C:34]([NH:36][C@@H:37]([C:39]2[CH:44]=[CH:43][CH:42]=[CH:41][CH:40]=2)[CH3:38])=[O:35])[C:30]([CH3:33])([CH3:32])[CH3:31])=[O:27])[CH2:18][C:19]([O:21][C:22]([CH3:25])([CH3:24])[CH3:23])=[O:20])[CH:5]=[CH:6][C:7]=1[C:8]1[CH:13]=[CH:12][CH:11]=[CH:10][CH:9]=1>C1(C)C=CC=CC=1.CCOCC>[Cl:1][C:2]1[CH:3]=[C:4]([CH2:14][CH2:15][CH2:16][C@@H:17]([C:26]([NH:28][C@H:29]([C:34]([NH:36][C@@H:37]([C:39]2[CH:44]=[CH:43][CH:42]=[CH:41][CH:40]=2)[CH3:38])=[O:35])[C:30]([CH3:31])([CH3:32])[CH3:33])=[O:27])[CH2:18][C:19]([O:21][C:22]([CH3:23])([CH3:24])[CH3:25])=[O:20])[CH:5]=[CH:6][C:7]=1[C:8]1[CH:9]=[CH:10][CH:11]=[CH:12][CH:13]=1. Procedure details: A mixture of tert-butyl (3R,5E)-6-[3-chloro-(4-phenyl)phenyl]-3-({[(1S)-2,2-dimethyl-1-({[(1R)-1-phenylethyl]amino}carbonyl)propyl]amino}carbonyl)hex-5-enoate (936 mg, 1.52 mmol) and p-toluenesulphonyl hydrazide (1.41 gm, 7.60 mmol) in toluene (15 mL) was stirred under nitrogen at reflux for 4 h. After being cooled, the mixture was diluted with ether (150 mL), and washed with water (50 mL), 0.5M hydrochloric acid (50 mL) and saturated aqueous sodium chloride (50 mL), dried (MgSO4), and concentra...